Dataset: the Open Reaction Database (ORD), a public repository of structured organic reaction records. Task: describe an organic reaction: reactants, conditions, products, and yield The reactants are Polymethylhydrosiloxane, tetrakis(triphenylphoshine)palladium, C(C=C)OCC1=C(C=C(C=C1)[N+](=O)[O-])NC1=NC=CC(=N1)C=1C=NC=CC1 (N-{2-[(2-propenyloxy)-methyl]-5-nitro-phenyl}-4-(3-pyridinyl)-2-pyrmidinamine), [Cl-].[Na+] (sodium chloride). The reagents and catalysts are [Cl-].[Zn+2].[Cl-] (zinc chloride). Solvent: C1CCOC1 (THF). Reaction conditions: temperature 30 celsius, time 30 hour. Product: OCC1=C(C=C(C=C1)[N+](=O)[O-])NC1=NC=CC(=N1)C=1C=NC=CC1 (N-(2-Hydroxymethyl-5-nitro-phenyl)-4-(3-pyridinyl)-2-pyrimidinamine). Reaction SMILES: C([O:4][CH2:5][C:6]1[CH:11]=[CH:10][C:9]([N+:12]([O-:14])=[O:13])=[CH:8][C:7]=1[NH:15][C:16]1[N:21]=[C:20]([C:22]2[CH:23]=[N:24][CH:25]=[CH:26][CH:27]=2)[CH:19]=[CH:18][N:17]=1)C=C.[Cl-].[Na+]>C1COCC1.[Cl-].[Zn+2].[Cl-]>[OH:4][CH2:5][C:6]1[CH:11]=[CH:10][C:9]([N+:12]([O-:14])=[O:13])=[CH:8][C:7]=1[NH:15][C:16]1[N:21]=[C:20]([C:22]2[CH:23]=[N:24][CH:25]=[CH:26][CH:27]=2)[CH:19]=[CH:18][N:17]=1 |f:1.2,4.5.6|. Procedure: Polymethylhydrosiloxane (860 mg), tetrakis(triphenylphoshine)palladium (70 mg) and zinc chloride (2.66 mL of 0.5 M in THF, 1.33 mmol) is added to a stirred solution of N-{2-[(2-propenyloxy)-methyl]-5-nitro-phenyl}-4-(3-pyridinyl)-2-pyrmidinamine (2.60 g, 7.2 mmol) in dry THF (60 mL). The mixture is then stirred under an argon atmosphere at 30° C. for 30 h. The solvent is then evaporated off under reduced pressure to give a residue which is treated with saturated aqueous sodium chloride solution ... Reaction SMILES: [CH2:37]([O:38][P:39]([O:40][CH2:41][CH3:42])(=[O:43])[CH2:45][C:46](=[O:47])[O:48][CH2:49][CH3:50])[CH3:44].[CH3:51][N:52]([CH3:53])[CH:54]=[O:55].[H-:56].[Na+:57].[OH2:58].[o:1]1[c:2](-[c:6]2[o:7][c:8]([CH3:36])[c:9]([CH2:11][O:12][c:13]3[c:14]([O:34][CH3:35])[cH:15][c:16]([CH2:17][O:18][c:19]4[n:20][n:21](-[c:26]5[cH:27][cH:28][cH:29][cH:30][cH:31]5)[c:22]([CH:24]=[O:25])[cH:23]4)[cH:32][cH:33]3)[n:10]2)[cH:3][cH:4][cH:5]1>>[o:1]1[c:2](-[c:6]2[o:7][c:8]([CH3:36])[c:9]([CH2:11][O:12][c:13]3[c:14]([O:34][CH3:35])[cH:15][c:16]([CH2:17][O:18][c:19]4[n:20][n:21](-[c:26]5[cH:27][cH:28][cH:29][cH:30][cH:31]5)[c:22]([CH:24]=[CH:45][C:46](=[O:47])[O:48][CH2:49][CH3:50])[cH:23]4)[cH:32][cH:33]3)[n:10]2)[cH:3][cH:4][cH:5]1. The reactants are CCOC(=O)CP(=O)(OCC)OCC, CN(C)C=O, [H-], [Na+], O, COc1cc(COc2cc(C=O)n(-c3ccccc3)n2)ccc1OCc1nc(-c2ccco2)oc1C. Yields the product CCOC(=O)C=Cc1cc(OCc2ccc(OCc3nc(-c4ccco4)oc3C)c(OC)c2)nn1-c1ccccc1. Procedure details: Off-white solid. MS (ESI): 475.07 (MH+). This example was prepared in analogy to example 1 step C) to D) from 4-(2-methoxy-ethyl)-piperidine-4-carboxylic acid ethyl ester (example 1 step B)), 5-methylthiophene-2-sulphonyl chloride and 4-(trifluoromethoxy)-aniline. Product: CC1=CC=C(S1)S(=O)(=O)N1CCC2(CCN(C2=O)C2=CC=C(C=C2)OC(F)(F)F)CC1 (8-(5-Methyl-thiophene-2-sulfonyl)-2-(4-trifluoromethoxy-phenyl)-2,8-diaza-spiro[4.5]decan-1-one). The reactants are C(C)OC(=O)C1(CCNCC1)CCOC (4-(2-methoxy-ethyl)-piperidine-4-carboxylic acid ethyl ester), CC1=CC=C(S1)S(=O)(=O)Cl (5-methylthiophene-2-sulphonyl chloride), FC(OC1=CC=C(N)C=C1)(F)F (4-(trifluoromethoxy)-aniline). RXN SMILES: C(O[C:4]([C:6]1([CH2:12][CH2:13]OC)[CH2:11][CH2:10][NH:9][CH2:8][CH2:7]1)=[O:5])C.[CH3:16][C:17]1[S:21][C:20]([S:22](Cl)(=[O:24])=[O:23])=[CH:19][CH:18]=1.[F:26][C:27]([F:37])([F:36])[O:28][C:29]1[CH:35]=[CH:34][C:32]([NH2:33])=[CH:31][CH:30]=1>>[CH3:16][C:17]1[S:21][C:20]([S:22]([N:9]2[CH2:8][CH2:7][C:6]3([C:4](=[O:5])[N:33]([C:32]4[CH:34]=[CH:35][C:29]([O:28][C:27]([F:26])([F:36])[F:37])=[CH:30][CH:31]=4)[CH2:13][CH2:12]3)[CH2:11][CH2:10]2)(=[O:24])=[O:23])=[CH:19][CH:18]=1. RXN SMILES: [Br:15][c:16]1[cH:17][s:18][cH:19][cH:20]1.[Br:1][c:2]1[n:3][nH:4][c:5]2[cH:6][c:7]([C:11](=[O:12])[O:13][CH3:14])[cH:8][cH:9][c:10]12.[CH3:21][NH:22][CH:23]1[CH2:24][CH2:25][CH2:26][CH2:27][CH:28]1[NH:29][CH3:30].[CH3:31][c:32]1[cH:33][cH:34][cH:35][cH:36][cH:37]1.[Cu:38][I:39]>>[Br:1][c:2]1[n:3][n:4](-[c:16]2[cH:17][s:18][cH:19][cH:20]2)[c:5]2[cH:6][c:7]([C:11](=[O:12])[O:13][CH3:14])[cH:8][cH:9][c:10]12. Yields the product COC(=O)c1ccc2c(Br)nn(-c3ccsc3)c2c1. Reactants: Brc1ccsc1, COC(=O)c1ccc2c(Br)n[nH]c2c1, CNC1CCCCC1NC, Cc1ccccc1, [Cu]I.